From a dataset of the Open Reaction Database (ORD), a public repository of structured organic reaction records. describe an organic reaction: reactants, conditions, products, and yield Reactants: ClC1=CC2=C(C(NS2)=O)C=C1 (6-chloro-benzo[d]isothiazol-3-one), C(CCC)N=C=O (n-butyl isocyanate), IR(CHCl3). Product: C(CCC)NC(=O)N1SC2=C(C1=O)C=CC(=C2)Cl (6-Chloro-3-oxo-3H-benzo[d]isothiazole-2-carboxylic acid butylamide). Reaction SMILES: [Cl:1][C:2]1[CH:11]=[CH:10][C:5]2[C:6](=[O:9])[NH:7][S:8][C:4]=2[CH:3]=1.[CH2:12]([N:16]=[C:17]=[O:18])[CH2:13][CH2:14][CH3:15]>>[CH2:12]([NH:16][C:17]([N:7]1[C:6](=[O:9])[C:5]2[CH:10]=[CH:11][C:2]([Cl:1])=[CH:3][C:4]=2[S:8]1)=[O:18])[CH2:13][CH2:14][CH3:15]. Reported procedure: Following the synthetic procedure of 6a as described in Example 1, compound 6w (90% yield) was synthesized from 6-chloro-benzo[d]isothiazol-3-one and n-butyl isocyanate as a white solid. IR(CHCl3) 3294, 1713, 1540 cm−1; 1H-NMR (DMSO-d6) δ0.89 (t, J=7.3 Hz, 3H), 1.26-1.37 (m, 2H), 1.47-1.55 (m, 2H), 3.28-3.34 (m, 2H), 7.50 (d, J=8.3 Hz, 1H), 7.91 (d, J=8.3 Hz, 1H), 8.14 (s, 1H), 8.76 (t, J=5.6 Hz, 1H); ESIMS m/e 284 and 286 (M++1, 35Cl and 37Cl). Reactants: ClC1=NS(C2=C1C(=CC=C2)Cl)(=O)=O (3,4-dichlorobenzo[d]isothiazole-1,1-dioxide), N (ammonia). Solvent: ice water. Run at time 2 hour. Yields the product NC1=NS(C2=C1C(=CC=C2)Cl)(=O)=O (3-amino-4-chlorobenzo[d]isothiazole-1,1-dioxide). Reaction SMILES: Cl[C:2]1[C:6]2[C:7]([Cl:11])=[CH:8][CH:9]=[CH:10][C:5]=2[S:4](=[O:13])(=[O:12])[N:3]=1.[NH3:14]>>[NH2:14][C:2]1[C:6]2[C:7]([Cl:11])=[CH:8][CH:9]=[CH:10][C:5]=2[S:4](=[O:13])(=[O:12])[N:3]=1. Reported procedure: 4.72 g of 3,4-dichlorobenzo[d]isothiazole-1,1-dioxide were added to 15 ml of 25% ammonia in 15 ml of ice water. After stirring at room temperature for two hours, the desired product was sucked off and dried; yield 4.20 g; melting-point 260° C.